Task: describe an organic reaction: reactants, conditions, products, and yield. Dataset: the Open Reaction Database (ORD), a public repository of structured organic reaction records Reactants: [Cl-].[NH4+] (ammonium chloride), CC1=CC=C(C=C1)[Mg]Br (4-methylphenyl magnesium bromide), C(C1=CC=CC=C1)(=O)C1=CC=NC=C1 (4-benzoylpyridine). Run in CCOCC (ether), CCOCC (ether). Conditions: time 1.5 hour. Product: CC1=CC=C(C=C1)C(O)(C1=CC=NC=C1)C1=CC=CC=C1 (α-(4-methylphenyl)-α-phenyl-4-pyridine methanol). Reaction SMILES: [CH3:1][C:2]1[CH:7]=[CH:6][C:5]([Mg]Br)=[CH:4][CH:3]=1.[C:10]([C:18]1[CH:23]=[CH:22][N:21]=[CH:20][CH:19]=1)(=[O:17])[C:11]1[CH:16]=[CH:15][CH:14]=[CH:13][CH:12]=1.[Cl-].[NH4+]>CCOCC>[CH3:1][C:2]1[CH:7]=[CH:6][C:5]([C:10]([C:11]2[CH:12]=[CH:13][CH:14]=[CH:15][CH:16]=2)([C:18]2[CH:23]=[CH:22][N:21]=[CH:20][CH:19]=2)[OH:17])=[CH:4][CH:3]=1 |f:2.3|. Procedure: A solution of 0.05 mole of 4-methylphenyl magnesium bromide in 500 ml of anhydrous ether was treated with 4-benzoylpyridine in 500 ml anhydrous ether. After stirring the resulting mixture for 1.5 hours at 25° , an aqueous solution of ammonium chloride was added causing a solid to form which was filtered. Recrystallization of this material from 95% ethanol afforded the desired α-(4-methylphenyl)-α-phenyl-4-pyridine methanol, m.p. 192°-195° C. The corresponding 4-chlorophenyl (m.p. 198°-202° C.) a...